Dataset: the Open Reaction Database (ORD), a public repository of structured organic reaction records. Task: describe an organic reaction: reactants, conditions, products, and yield RXN SMILES: [CH2:22]([CH3:23])[N:24]=[C:25]=[O:26].[CH2:27]1[O:28][CH2:29][CH2:30][CH2:31]1.[F:1][c:2]1[c:3]([NH:9][C:10](=[O:11])[NH:12][CH2:13][c:14]2[c:15]([O:20][CH3:21])[cH:16][cH:17][cH:18][cH:19]2)[n:4][c:5](=[O:8])[nH:6][cH:7]1>>[F:1][c:2]1[c:3]([NH:9][C:10](=[O:11])[NH:12][CH2:13][c:14]2[c:15]([O:20][CH3:21])[cH:16][cH:17][cH:18][cH:19]2)[n:4][c:5](=[O:8])[n:6]([C:25]([NH:24][CH2:22][CH3:23])=[O:26])[cH:7]1. Product: CCNC(=O)n1cc(F)c(NC(=O)NCc2ccccc2OC)nc1=O. Reactants: CCN=C=O, C1CCOC1, COc1ccccc1CNC(=O)Nc1nc(=O)[nH]cc1F. Reactants: O=c1cc(OCc2ccccc2)ccn1-c1ccc(O)cc1, C1CCOC1, CN(C)CCO, CCOC(=O)N=NC(=O)OCC, c1ccc(P(c2ccccc2)c2ccccc2)cc1. The product is CN(C)CCOc1ccc(-n2ccc(OCc3ccccc3)cc2=O)cc1. RXN SMILES: [CH2:1]([c:2]1[cH:3][cH:4][cH:5][cH:6][cH:7]1)[O:8][c:9]1[cH:10][c:11](=[O:22])[n:12](-[c:15]2[cH:16][cH:17][c:18]([OH:21])[cH:19][cH:20]2)[cH:13][cH:14]1.[CH2:60]1[O:61][CH2:62][CH2:63][CH2:64]1.[CH3:23][N:24]([CH3:25])[CH2:26][CH2:27][OH:28].[O:48]=[C:49]([O:50][CH2:51][CH3:52])[N:53]=[N:54][C:55]([O:56][CH2:57][CH3:58])=[O:59].[c:29]1([P:30]([c:31]2[cH:32][cH:33][cH:34][cH:35][cH:36]2)[c:37]2[cH:38][cH:39][cH:40][cH:41][cH:42]2)[cH:43][cH:44][cH:45][cH:46][cH:47]1>>[CH2:1]([c:2]1[cH:3][cH:4][cH:5][cH:6][cH:7]1)[O:8][c:9]1[cH:10][c:11](=[O:22])[n:12](-[c:15]2[cH:16][cH:17][c:18]([O:21][CH2:27][CH2:26][N:24]([CH3:23])[CH3:25])[cH:19][cH:20]2)[cH:13][cH:14]1. The reactants are CC(C)(C)OC(=O)Nc1nc(CC(=O)O)cs1, O=C(CN1CCNCC1)N1CCCC1. Product: CC(C)(C)OC(=O)Nc1nc(CC(=O)N2CCN(CC(=O)N3CCCC3)CC2)cs1. RXN SMILES: [C:1]([CH3:2])([CH3:3])([CH3:4])[O:5][C:6](=[O:7])[NH:8][c:9]1[s:10][cH:11][c:12]([CH2:14][C:15](=[O:16])[OH:17])[n:13]1.[N:18]1([C:23](=[O:24])[CH2:25][N:26]2[CH2:27][CH2:28][NH:29][CH2:30][CH2:31]2)[CH2:19][CH2:20][CH2:21][CH2:22]1>>[C:1]([CH3:2])([CH3:3])([CH3:4])[O:5][C:6](=[O:7])[NH:8][c:9]1[s:10][cH:11][c:12]([CH2:14][C:15](=[O:17])[N:29]2[CH2:28][CH2:27][N:26]([CH2:25][C:23]([N:18]3[CH2:19][CH2:20][CH2:21][CH2:22]3)=[O:24])[CH2:31][CH2:30]2)[n:13]1. The reactants are FC1=C(C#N)C=CC(=C1)OC (2-fluoro-4-methoxy-benzonitrile), Cl.N1=CC=CC=C1 (pyridine hydrochloride). Conditions: temperature 170 celsius. The product is FC1=C(C#N)C=CC(=C1)O (2-fluoro-4-hydroxy-benzonitrile). Reaction SMILES: [F:1][C:2]1[CH:9]=[C:8]([O:10]C)[CH:7]=[CH:6][C:3]=1[C:4]#[N:5].Cl.N1C=CC=CC=1>>[F:1][C:2]1[CH:9]=[C:8]([OH:10])[CH:7]=[CH:6][C:3]=1[C:4]#[N:5] |f:1.2|. Procedure: A mixture of 2-fluoro-4-methoxy-benzonitrile (500 mg, 0.246 mmol) and pyridine hydrochloride (2.0 g, 17.2 mmol) is heated at 170° C. for 5 hours. The reaction is partitioned between ethyl acetate and 1N hydrochloric acid. The organic phase is washed with brine, dried over sodium sulfate, and concentrated in vacuo to afford 2-fluoro-4-hydroxy-benzonitrile. Starting materials: COCCOC, CCOC(C)=O, CO, CS(C)=O, CCO, NC1CCC(Nc2cc(I)c(Cl)cn2)CC1, CC1(C)OB(c2cccc(F)n2)OC1(C)C, [Na+], [Na+], O=C([O-])[O-]. The product is NC1CCC(Nc2cc(-c3cccc(F)n3)c(Cl)cn2)CC1. Reaction SMILES: [CH3:33][O:34][CH2:35][CH2:36][O:37][CH3:38].[CH3:45][CH2:46][O:47][C:48](=[O:49])[CH3:50].[CH3:51][OH:52].[CH3:53][S:54]([CH3:55])=[O:56].[CH3:57][CH2:58][OH:59].[Cl:1][c:2]1[c:3]([I:16])[cH:4][c:5]([NH:8][CH:9]2[CH2:10][CH2:11][CH:12]([NH2:15])[CH2:13][CH2:14]2)[n:6][cH:7]1.[F:17][c:18]1[n:19][c:20]([B:24]2[O:25][C:26]([CH3:27])([CH3:28])[C:29]([CH3:30])([CH3:31])[O:32]2)[cH:21][cH:22][cH:23]1.[Na+:39].[Na+:40].[O-:41][C:42](=[O:43])[O-:44]>>[Cl:1][c:2]1[c:3](-[c:20]2[n:19][c:18]([F:17])[cH:23][cH:22][cH:21]2)[cH:4][c:5]([NH:8][CH:9]2[CH2:10][CH2:11][CH:12]([NH2:15])[CH2:13][CH2:14]2)[n:6][cH:7]1.